Dataset: the Open Reaction Database (ORD), a public repository of structured organic reaction records. Task: describe an organic reaction: reactants, conditions, products, and yield Starting materials: COC(=O)c1cc([N+](=O)[O-])ccc1Br, COc1ccc(OC)c(B(O)O)c1, COC(=O)c1cc([N+](=O)[O-])ccc1-c1cc(F)ccc1OC, c1ccc(P(c2ccccc2)(c2ccccc2)[Pd](P(c2ccccc2)(c2ccccc2)c2ccccc2)(P(c2ccccc2)(c2ccccc2)c2ccccc2)P(c2ccccc2)(c2ccccc2)c2ccccc2)cc1. The product is COC(=O)c1cc([N+](=O)[O-])ccc1-c1cc(OC)ccc1OC. RXN SMILES: [Br:23][c:24]1[cH:25][cH:28][c:29]([N+:30]([O-:31])=[O:32])[cH:33][c:34]1[C:26](=[O:27])[O:35][CH3:36].[CH3:37][O:38][c:39]1[cH:40][cH:41][c:42]([O:43][CH3:44])[cH:45][c:46]1[B:47]([OH:48])[OH:49].[F:1][c:2]1[cH:3][cH:4][c:5]([O:21][CH3:22])[c:6](-[c:8]2[c:9]([C:17](=[O:18])[O:19][CH3:20])[cH:10][c:11]([N+:14](=[O:15])[O-:16])[cH:12][cH:13]2)[cH:7]1.[cH:50]1[cH:51][cH:52][c:53]([P:54]([Pd:55]([P:56]([c:57]2[cH:58][cH:59][cH:60][cH:61][cH:62]2)([c:63]2[cH:64][cH:65][cH:66][cH:67][cH:68]2)[c:69]2[cH:70][cH:71][cH:72][cH:73][cH:74]2)([P:75]([c:76]2[cH:77][cH:78][cH:79][cH:80][cH:81]2)([c:82]2[cH:83][cH:84][cH:85][cH:86][cH:87]2)[c:88]2[cH:89][cH:90][cH:91][cH:92][cH:93]2)[P:94]([c:95]2[cH:96][cH:97][cH:98][cH:99][cH:100]2)([c:101]2[cH:102][cH:103][cH:104][cH:105][cH:106]2)[c:107]2[cH:108][cH:109][cH:110][cH:111][cH:112]2)([c:113]2[cH:114][cH:115][cH:116][cH:117][cH:118]2)[c:119]2[cH:120][cH:121][cH:122][cH:123][cH:124]2)[cH:125][cH:126]1>>[c:2]1([O:27][CH3:26])[cH:3][cH:4][c:5]([O:21][CH3:22])[c:6](-[c:8]2[c:9]([C:17](=[O:18])[O:19][CH3:20])[cH:10][c:11]([N+:14](=[O:15])[O-:16])[cH:12][cH:13]2)[cH:7]1. Starting materials: NC1=C(C(NC(N1CC1=CC(=C(C=C1)OC)OCC1=CC=CC=C1)=S)=O)NC(C(C)(C)OCC1=CC=CC=C1)=O (6-Amino-1-(3 -benzyloxy-4-methoxy-benzyl)-5-(2-benzyloxy-2-methyl-propionylamino)-2-thiouracil), CC(C)(C)[O-].[K+] (t-BuOK). The solvent is ClCCl (dichloromethane), C(C)(C)O (isopropanol). The product is C(C1=CC=CC=C1)OC=1C=C(CN2C(NC(C=3NC(=NC23)C(C)(C)OCC2=CC=CC=C2)=O)=S)C=CC1OC (3-(3-benzyloxy-4-methoxy-benzyl)-8-(1-benzyloxy-1-methyl-ethyl)-2-thioxanthine). Isolated yield 69.9%. RXN SMILES: [NH2:1][C:2]1[N:7]([CH2:8][C:9]2[CH:14]=[CH:13][C:12]([O:15][CH3:16])=[C:11]([O:17][CH2:18][C:19]3[CH:24]=[CH:23][CH:22]=[CH:21][CH:20]=3)[CH:10]=2)[C:6](=[S:25])[NH:5][C:4](=[O:26])[C:3]=1[NH:27][C:28](=O)[C:29]([O:32][CH2:33][C:34]1[CH:39]=[CH:38][CH:37]=[CH:36][CH:35]=1)([CH3:31])[CH3:30].CC([O-])(C)C.[K+]>C(O)(C)C.ClCCl>[CH2:18]([O:17][C:11]1[CH:10]=[C:9]([CH:14]=[CH:13][C:12]=1[O:15][CH3:16])[CH2:8][N:7]1[C:2]2[N:1]=[C:28]([C:29]([O:32][CH2:33][C:34]3[CH:39]=[CH:38][CH:37]=[CH:36][CH:35]=3)([CH3:30])[CH3:31])[NH:27][C:3]=2[C:4](=[O:26])[NH:5][C:6]1=[S:25])[C:19]1[CH:20]=[CH:21][CH:22]=[CH:23][CH:24]=1 |f:1.2|. Procedure details: 6-Amino-1-(3 -benzyloxy-4-methoxy-benzyl)-5-(2-benzyloxy-2-methyl-propionylamino)-2-thiouracil (46.54 g, 83 mmole) and 97% t-BuOK (38.41 g, 332 mmole) were heated under reflux in isopropanol (460 ml) for 50 minutes. The solvent was removed in vacuo, the residue dissolved in water (300 ml), treated twice with 5 g of charcoal, filtered, water added to a total volume of 500 ml and pH adjusted to neutral with a mixture of 5M HCl (60 ml) and sodium bicarbonate solution. The solid was collected at 10°... Yields the product COC(CCCCCNC(=NC(=O)OCC1=CC=CC=C1)NC(=O)OCC1=CC=CC=C1)=O (6-[N',N"-Di(Cbz)guanidino)hexanoic acid methyl ester). Starting materials: C1CCOC1 (THF), C(=O)(OCC1=CC=CC=C1)N=C(NCCCCCC(=O)O)NC(=O)OCC1=CC=CC=C1 (6-[N',N"-Di(Cbz)guanidino]hexanoic acid), C(=O)(N1C=NC=C1)N1C=NC=C1 (carbonyldiimidazole), resultant suspension. The solvent is CO (Methanol). Conditions: time 19 hour. Procedure details: To a THF (300 mL) solution of compound 31 (50.8 g, 0.12 mol) was added carbonyldiimidazole (21.4 g, 0.132 mol). The resultant suspension was stirred for 1 h at room temperature. Methanol (75 mL) was added, followed by an additional stirring of the solution for 19 h. The solution was concentrated, and the residue was partitioned between water and ether. The organic phase was dried (MgSO4) and concentrated. The residue was purified by silica gel chromatography (Et2O:hexane/1:1) to afford 22.8 g (4... Isolated yield 42.0%. RXN SMILES: [CH2:1]1COCC1.[C:6]([N:16]=[C:17]([NH:27][C:28]([O:30][CH2:31][C:32]1[CH:37]=[CH:36][CH:35]=[CH:34][CH:33]=1)=[O:29])[NH:18][CH2:19][CH2:20][CH2:21][CH2:22][CH2:23][C:24]([OH:26])=[O:25])([O:8][CH2:9][C:10]1[CH:15]=[CH:14][CH:13]=[CH:12][CH:11]=1)=[O:7].C(N1C=CN=C1)(N1C=CN=C1)=O>CO>[CH3:1][O:25][C:24](=[O:26])[CH2:23][CH2:22][CH2:21][CH2:20][CH2:19][NH:18][C:17]([NH:27][C:28]([O:30][CH2:31][C:32]1[CH:33]=[CH:34][CH:35]=[CH:36][CH:37]=1)=[O:29])=[N:16][C:6]([O:8][CH2:9][C:10]1[CH:11]=[CH:12][CH:13]=[CH:14][CH:15]=1)=[O:7]. Reactants: C(C)N=C(C1=CC=C(C=C1)OC)N1CCCC2=CC(=CC=C12)C(C(C)(C)Cl)=O (1-(N-ethyl-p-methoxybenzimidoyl)-6-(2-chloro-2-methylpropionyl)-1,2,3,4-tetrahydroquinoline), N(N)C(=S)OCC (O-ethyl hydrazinothioformate). Solvent: C(C)#N (acetonitrile). Run at time 2 hour. Yields the product C(C)N=C(C1=CC=C(C=C1)OC)N1CCCC2=CC(=CC=C12)C1=NNC(SC1(C)C)=O (5-[1-(N-ethyl-p-methoxybenzimidoyl)-1,2,3,4-tetrahydroquinolin-6-yl]-6,6-dimethyl-3,6-dihydro-2H-1,3,4-thiadiazin-2-one), Cl (hydrochloride). RXN SMILES: [CH2:1]([N:3]=[C:4]([N:13]1[C:22]2[C:17](=[CH:18][C:19]([C:23](=O)[C:24]([Cl:27])([CH3:26])[CH3:25])=[CH:20][CH:21]=2)[CH2:16][CH2:15][CH2:14]1)[C:5]1[CH:10]=[CH:9][C:8]([O:11][CH3:12])=[CH:7][CH:6]=1)[CH3:2].[NH:29]([C:31]([O:33]CC)=[S:32])[NH2:30]>C(#N)C>[CH2:1]([N:3]=[C:4]([N:13]1[C:22]2[C:17](=[CH:18][C:19]([C:23]3[C:24]([CH3:26])([CH3:25])[S:32][C:31](=[O:33])[NH:29][N:30]=3)=[CH:20][CH:21]=2)[CH2:16][CH2:15][CH2:14]1)[C:5]1[CH:10]=[CH:9][C:8]([O:11][CH3:12])=[CH:7][CH:6]=1)[CH3:2].[ClH:27]. Procedure: A solution of 1.7 g of 1-(N-ethyl-p-methoxybenzimidoyl)-6-(2-chloro-2-methylpropionyl)-1,2,3,4-tetrahydroquinoline in 40 ml of acetonitrile is treated with 1 equivalent of O-ethyl hydrazinothioformate and the mixture is boiled for 2 hours. After customary working up, 5-[1-(N-ethyl-p-methoxybenzimidoyl)-1,2,3,4-tetrahydroquinolin-6-yl]-6,6-dimethyl-3,6-dihydro-2H-1,3,4-thiadiazin-2-one, m.p. 244° (hydrochloride), is obtained. Starting materials: Oc1cccc(-c2cn(C(c3ccccc3)(c3ccccc3)c3ccccc3)cn2)c1, CO, ClC(Cl)Cl, Cl, [Na+], O=C([O-])O. Product: Oc1cccc(-c2c[nH]cn2)c1. RXN SMILES: [C:1]([c:2]1[cH:3][cH:4][cH:5][cH:6][cH:7]1)([c:8]1[cH:9][cH:10][cH:11][cH:12][cH:13]1)([c:14]1[cH:15][cH:16][cH:17][cH:18][cH:19]1)[n:20]1[cH:21][n:22][c:23](-[c:25]2[cH:26][c:27]([OH:31])[cH:28][cH:29][cH:30]2)[cH:24]1.[CH3:32][OH:33].[CH:40]([Cl:41])([Cl:42])[Cl:43].[ClH:34].[Na+:35].[OH:36][C:37](=[O:38])[O-:39]>>[nH:20]1[cH:21][n:22][c:23](-[c:25]2[cH:26][c:27]([OH:31])[cH:28][cH:29][cH:30]2)[cH:24]1. Reactants: CCOC(=O)Cl, CN(C)C=O, [N-]=[N+]=[N-], [N-]=[N+]=Nc1ccccc1C(=O)O, [Na+], O. The product is [N-]=[N+]=Nc1ccccc1N. As a reaction SMILES: [CH2:13]([O:14][C:15]([Cl:16])=[O:17])[CH3:18].[CH3:23][N:24]([CH3:25])[CH:26]=[O:27].[N-:19]=[N+:20]=[N-:21].[N:1](=[N+:2]=[N-:3])[c:4]1[c:5]([C:6]([OH:7])=[O:8])[cH:9][cH:10][cH:11][cH:12]1.[Na+:22].[OH2:28]>>[N:1](=[N+:2]=[N-:3])[c:4]1[c:5]([NH2:19])[cH:9][cH:10][cH:11][cH:12]1. The reactants are CC(C)(C)O, CCCCCCC(C)(C)c1cc(C=O)ccc1OC, CC=C(C)C, [O-][Cl+][O-], [Na+], [Na+], [Na+], [OH-], O, O=P([O-])(O)O. Product: CCCCCCC(C)(C)c1cc(C(=O)O)ccc1OC. Reaction SMILES: [C:38]([OH:39])([CH3:40])([CH3:41])[CH3:42].[CH3:1][C:2]([CH2:3][CH2:4][CH2:5][CH2:6][CH2:7][CH3:8])([CH3:9])[c:10]1[cH:11][c:12]([CH:13]=[O:14])[cH:15][cH:16][c:17]1[O:18][CH3:19].[CH3:20][C:21](=[CH:22][CH3:23])[CH3:24].[Cl+:25]([O-:26])[O-:27].[Na+:28].[Na+:29].[Na+:36].[OH-:35].[OH2:37].[OH:30][P:31](=[O:32])([O-:33])[OH:34]>>[CH3:1][C:2]([CH2:3][CH2:4][CH2:5][CH2:6][CH2:7][CH3:8])([CH3:9])[c:10]1[cH:11][c:12]([C:13](=[O:14])[OH:26])[cH:15][cH:16][c:17]1[O:18][CH3:19]. Starting materials: COC1=C(C=C(C2=CC=CC=C12)OC)C(C(C)=NO)=O (1-(1,4-Dimethoxy-naphthalen-2-yl)-propane-1,2-dione 2-oxime), Cl (hydrogen chloride), O (H2O). Reagents/catalysts: [Pd] (Pd/C). Run in C(C)O (ethanol). Run at time 12 hour. Yields the product Cl.NC(C(=O)C1=C(C2=CC=CC=C2C(=C1)OC)OC)C (2-amino-1-(1,4-dimethoxy-naphthalen-2-yl)-propan-1-one hydrochloride). Reaction SMILES: [CH3:1][O:2][C:3]1[C:12]2[C:7](=[CH:8][CH:9]=[CH:10][CH:11]=2)[C:6]([O:13][CH3:14])=[CH:5][C:4]=1[C:15](=[O:20])[C:16](=[N:18]O)[CH3:17].O.[ClH:22]>C(O)C.[Pd]>[ClH:22].[NH2:18][CH:16]([CH3:17])[C:15]([C:4]1[CH:5]=[C:6]([O:13][CH3:14])[C:7]2[C:12](=[CH:11][CH:10]=[CH:9][CH:8]=2)[C:3]=1[O:2][CH3:1])=[O:20] |f:5.6|. Reported procedure: To a solution of 1-(1,4-dimethoxynaphthalen-2-yl)-propane-1,2-dione 2-oxime (1 g, 3.66 mmol, Example 2, Step B) in 1 M hydrogen chloride in ethanol (50 mL) was added Pd/C 10% (100 mg), The mixture was hydrogenated on a Parr hydrogenator apparatus under 40–50 psi pressure for 12 h. The catalyst was separated by filtration and the solvent removed in vacuo to give a white solid: 1H NMR (DMSO-d) δ 1.14 (d, 3H, CH3), 3.96 (s, 3H, OH3), 4.01 (s, 3H, OCH3), 5.03 (m, 1H, CH), 7.08 (s, 1H, Ar—H), 7.73 (m... Reactants: CC1=CC=C(C=C1)S(=O)(=O)OCCCC(C)(SSC)C (4-methyl-4-(methyldisulfanyl)pentyl 4-methylbenzenesulfonate), OC1=CC(=NC(=C1)C(=O)OCC)C(=O)OCC (diethyl 4-hydroxypyridine-2,6-dicarboxylate), C([O-])([O-])=O.[K+].[K+] (Potassium carbonate). Run in CN(C=O)C (dimethylformamide). Conditions: temperature 90 celsius, time 18 hour. Product: CC(CCCOC1=CC(=NC(=C1)C(=O)OCC)C(=O)OCC)(C)SSC (diethyl 4-(4-methyl-4-(methyldisulfanyl)pentyloxy)pyridine-2,6-dicarboxylate). Isolated yield 52.1%. Reaction SMILES: CC1C=CC(S([O:11][CH2:12][CH2:13][CH2:14][C:15]([CH3:20])([S:17][S:18][CH3:19])[CH3:16])(=O)=O)=CC=1.O[C:22]1[CH:27]=[C:26]([C:28]([O:30][CH2:31][CH3:32])=[O:29])[N:25]=[C:24]([C:33]([O:35][CH2:36][CH3:37])=[O:34])[CH:23]=1.C(=O)([O-])[O-].[K+].[K+]>CN(C)C=O>[CH3:20][C:15]([S:17][S:18][CH3:19])([CH3:16])[CH2:14][CH2:13][CH2:12][O:11][C:22]1[CH:23]=[C:24]([C:33]([O:35][CH2:36][CH3:37])=[O:34])[N:25]=[C:26]([C:28]([O:30][CH2:31][CH3:32])=[O:29])[CH:27]=1 |f:2.3.4|. Reported procedure: To a stirred solution of 4-methyl-4-(methyldisulfanyl)pentyl 4-methylbenzenesulfonate (5c) (0.48 g, 1.435 mmol) and diethyl 4-hydroxypyridine-2,6-dicarboxylate (5a)(0.343 g, 1.435 mmol) in anhydrous dimethylformamide (6.5 mL) was added Potassium carbonate (0.297 g, 2.152 mmol). The reaction was stirred at 90° C. for 18 hours. Then allowed to cool to ambient temperature and quenched with saturated ammonium chloride. The mixture was extracted three times with ethyl acetate. The extracts were dried... Run in CCO (EtOH). Reaction SMILES: Br[CH2:2][C:3](=O)[CH2:4][C:5]1[CH:10]=[CH:9][CH:8]=[CH:7][CH:6]=1.[N+](=C)=[N-].Br.[C:16]([O:20][C:21]([N:23]1[CH2:31][CH2:30][CH:26]([C:27](=[S:29])[NH2:28])[CH2:25][CH2:24]1)=[O:22])([CH3:19])([CH3:18])[CH3:17]>CCO>[CH2:4]([C:3]1[S:29][C:27]([CH:26]2[CH2:30][CH2:31][N:23]([C:21]([O:20][C:16]([CH3:19])([CH3:18])[CH3:17])=[O:22])[CH2:24][CH2:25]2)=[N:28][CH:2]=1)[C:5]1[CH:10]=[CH:9][CH:8]=[CH:7][CH:6]=1. Run at temperature 80 celsius, time 2 hour. Reported procedure: To a solution of 65 mg of 1-bromo-3-phenyl-2-propanone (from reacting the acid chloride with diazomethane followed by hydrogen bromide) in 4 ml EtOH was added 74 mg of 1-boc-isonipecot-thioamide (from Step A). The reaction was stirred for 2 hours at 80° C. The solvent was then evaporated under reduced pressure. The residue was purified by flash chromatography with 10% EtOAc in hexane to give 37 mg of the title compound. Yields the product C(C1=CC=CC=C1)C1=CN=C(S1)C1CCN(CC1)C(=O)OC(C)(C)C (4-(5-Benzyl-thiazol-2-yl)-1-t-butyloxycarbonyl-piperidine). The reactants are BrCC(CC1=CC=CC=C1)=O (1-bromo-3-phenyl-2-propanone), Br (hydrogen bromide), C(C)(C)(C)OC(=O)N1CCC(C(N)=S)CC1 (1-t-Butyloxycarbonyl-isonipecot-thioamide), acid chloride, [N+](=[N-])=C (diazomethane). The yield is 34.1%.